Dataset: the Open Reaction Database (ORD), a public repository of structured organic reaction records. Task: describe an organic reaction: reactants, conditions, products, and yield Reactants: O=C(O)c1ccccc1Br, COc1ccc(C2=NN(C3CCNCC3)C(=O)C2(C)C)cc1OC. Product: COc1ccc(C2=NN(C3CCN(C(=O)c4ccccc4Br)CC3)C(=O)C2(C)C)cc1OC. RXN SMILES: [Br:25][c:26]1[c:27]([C:28](=[O:29])[OH:30])[cH:31][cH:32][cH:33][cH:34]1.[CH3:1][O:2][c:3]1[cH:4][c:5]([C:11]2=[N:15][N:14]([CH:16]3[CH2:17][CH2:18][NH:19][CH2:20][CH2:21]3)[C:13](=[O:22])[C:12]2([CH3:23])[CH3:24])[cH:6][cH:7][c:8]1[O:9][CH3:10]>>[CH3:1][O:2][c:3]1[cH:4][c:5]([C:11]2=[N:15][N:14]([CH:16]3[CH2:17][CH2:18][N:19]([C:28]([c:27]4[c:26]([Br:25])[cH:34][cH:33][cH:32][cH:31]4)=[O:29])[CH2:20][CH2:21]3)[C:13](=[O:22])[C:12]2([CH3:23])[CH3:24])[cH:6][cH:7][c:8]1[O:9][CH3:10]. Starting materials: C(C)(=O)N1C=C(C=2C1=NC=CC2)OC(C)=O (Acetic Acid 1-acetyl-1H-pyrrolo[2,3-b]pyridin-3-yl ester), C(C)(=O)[O-] (acetate), [Na] (sodium). Run in CO (methanol). Yields the product OC1=CN(C2=NC=CC=C21)C(C)=O (1-(3-Hydroxy-pyrrolo[2,3-b]pyridin-1-yl)-ethanone). Reaction SMILES: [C:1]([N:4]1[C:8]2=[N:9][CH:10]=[CH:11][CH:12]=[C:7]2[C:6]([O:13]C(=O)C)=[CH:5]1)(=[O:3])[CH3:2].C([O-])(=O)C.[Na]>CO>[OH:13][C:6]1[C:7]2[C:8](=[N:9][CH:10]=[CH:11][CH:12]=2)[N:4]([C:1](=[O:3])[CH3:2])[CH:5]=1 |^1:20|. Reported procedure: 1-(3-Hydroxy-pyrrolo[2,3-b]pyridin-1-yl)-ethanone 503 is prepared from acetic acid 1-acetyl-1H-pyrrolo[2,3-b]pyridin-3-yl ester 502 by selective removal of the acetate at the 3-position by reaction with sodium in methanol at room temperature typically for 30 minutes to one hour, followed by purification and isolation by conventional means (e.g. extraction and recrystallization). The reactants are OC=1C(=C(C=CC1)C1=C(C=C(C=C1)C(=O)OC)C)C (methyl 3′-hydroxy-2,2′-dimethylbiphenyl-4-carboxylate), C(C1=CC=CC=C1)(=O)OCC=1C=C(CBr)C=CC1COC(C1=CC=CC=C1)=O (3,4-bis(benzoyloxymethyl)benzyl bromide), C([O-])([O-])=O.[K+].[K+] (potassium carbonate). The product is C1(=CC=CC=C1)C(=O)OCC=1C=C(COC=2C(=C(C=CC2)C2=C(C=C(C=C2)C(=O)OC)C)C)C=CC1COC(=O)C1=CC=CC=C1 (Methyl 3′-[3,4-bis(1-phenylmethanoyloxymethyl)benzyloxy]-2,2′-dimethylbiphenyl-4-carboxylate). As a reaction SMILES: [OH:1][C:2]1[C:3]([CH3:19])=[C:4]([C:8]2[CH:13]=[CH:12][C:11]([C:14]([O:16][CH3:17])=[O:15])=[CH:10][C:9]=2[CH3:18])[CH:5]=[CH:6][CH:7]=1.[C:20]([O:28][CH2:29][C:30]1[CH:31]=[C:32]([CH:35]=[CH:36][C:37]=1[CH2:38][O:39][C:40](=[O:47])[C:41]1[CH:46]=[CH:45][CH:44]=[CH:43][CH:42]=1)[CH2:33]Br)(=[O:27])[C:21]1[CH:26]=[CH:25][CH:24]=[CH:23][CH:22]=1.C(=O)([O-])[O-].[K+].[K+]>>[C:21]1([C:20]([O:28][CH2:29][C:30]2[CH:31]=[C:32]([CH:35]=[CH:36][C:37]=2[CH2:38][O:39][C:40]([C:41]2[CH:46]=[CH:45][CH:44]=[CH:43][CH:42]=2)=[O:47])[CH2:33][O:1][C:2]2[C:3]([CH3:19])=[C:4]([C:8]3[CH:13]=[CH:12][C:11]([C:14]([O:16][CH3:17])=[O:15])=[CH:10][C:9]=3[CH3:18])[CH:5]=[CH:6][CH:7]=2)=[O:27])[CH:26]=[CH:25][CH:24]=[CH:23][CH:22]=1 |f:2.3.4|. Reported procedure: In a manner similar to that of Example 1(i), by reaction of 515 mg (2 mmol) of methyl 3′-hydroxy-2,2′-dimethylbiphenyl-4-carboxylate with 880 mg (2 mmol) of 3,4-bis(benzoyloxymethyl)benzyl bromide and 300 mg (2.2 mmol) of potassium carbonate, the desired product is obtained in the form of a colourless oil (m=1.22 g; Y=99%). Starting materials: CCc1cc(C=O)cc2c1OCOC2, Cc1nc(-c2ccc(N)cc2)no1, C[Si](C)(C)C#N, ClCCl. Product: CCc1cc(C(C#N)Nc2ccc(-c3noc(C)n3)cc2)cc2c1OCOC2. RXN SMILES: [CH2:14]([CH3:15])[c:16]1[cH:17][c:18]([CH:26]=[O:27])[cH:19][c:20]2[c:25]1[O:24][CH2:23][O:22][CH2:21]2.[CH3:1][c:2]1[n:3][c:4](-[c:7]2[cH:8][cH:9][c:10]([NH2:13])[cH:11][cH:12]2)[n:5][o:6]1.[CH3:28][Si:29]([CH3:30])([CH3:31])[C:32]#[N:33].[Cl:34][CH2:35][Cl:36]>>[CH3:1][c:2]1[n:3][c:4](-[c:7]2[cH:8][cH:9][c:10]([NH:13][CH:26]([c:18]3[cH:17][c:16]([CH2:14][CH3:15])[c:25]4[c:20]([cH:19]3)[CH2:21][O:22][CH2:23][O:24]4)[C:32]#[N:33])[cH:11][cH:12]2)[n:5][o:6]1. The reactants are O1CCN(CC1)C1=CC=C(N)C=C1 (4-morpholinoaniline), FC(OC1=CC2=C(NC(=N2)C2=CC=C(C(=O)[O-])C=C2)C=C1)(F)F (4-(5-trifluoromethoxy-1H-benzimidazol-2-yl)benzoate). Yields the product FC(OC1=CC2=C(NC(=N2)C2=CC=C(C(=O)NC3=CC=C(C=C3)N3CCOCC3)C=C2)C=C1)(F)F (4-(5-Trifluoromethoxy-1H-benzimidazol-2-yl)-N-(4-morpholinophenyl)benzamide). Reaction SMILES: [O:1]1[CH2:6][CH2:5][N:4]([C:7]2[CH:13]=[CH:12][C:10]([NH2:11])=[CH:9][CH:8]=2)[CH2:3][CH2:2]1.[F:14][C:15]([F:36])([F:35])[O:16][C:17]1[CH:34]=[CH:33][C:20]2[NH:21][C:22]([C:24]3[CH:32]=[CH:31][C:27]([C:28]([O-])=[O:29])=[CH:26][CH:25]=3)=[N:23][C:19]=2[CH:18]=1>>[F:36][C:15]([F:14])([F:35])[O:16][C:17]1[CH:34]=[CH:33][C:20]2[NH:21][C:22]([C:24]3[CH:32]=[CH:31][C:27]([C:28]([NH:11][C:10]4[CH:12]=[CH:13][C:7]([N:4]5[CH2:3][CH2:2][O:1][CH2:6][CH2:5]5)=[CH:8][CH:9]=4)=[O:29])=[CH:26][CH:25]=3)=[N:23][C:19]=2[CH:18]=1. Reported procedure: Compound 481 was prepared from 4-morpholinoaniline and 4-(5-trifluoromethoxy-1H-benzimidazol-2-yl)benzoate by standard conditions. [M+H]+ calcd for C25H21F3N4O3: 483.17; found: 482.93.